This data is from the Open Reaction Database (ORD), a public repository of structured organic reaction records. The task is: describe an organic reaction: reactants, conditions, products, and yield The reactants are FC=1C=CC2=C(C(CCO2)(O[Si](C)(C)C)C#N)C1 (6-fluoro-2,3-dihydro-4-cyano-4-[(trimethylsilyl)oxy]-4H-benzopyran), P(=O)(Cl)(Cl)Cl (phosphorous oxychloride), Cl (HCl). Run in N1=CC=CC=C1 (pyridine), O (water). Product: FC=1C=CC2=C(C(=CCO2)C#N)C1 (6-fluoro-4-cyano-2H-benzopyran). Yield: 76.6%. Reaction SMILES: [F:1][C:2]1[CH:3]=[CH:4][C:5]2[O:10][CH2:9][CH2:8][C:7]([C:16]#[N:17])(O[Si](C)(C)C)[C:6]=2[CH:18]=1.P(Cl)(Cl)(Cl)=O.Cl>N1C=CC=CC=1.O>[F:1][C:2]1[CH:3]=[CH:4][C:5]2[O:10][CH2:9][CH:8]=[C:7]([C:16]#[N:17])[C:6]=2[CH:18]=1. Procedure details: To a solution of 32 g (0.12 mole) of the crude 6-fluoro-2,3-dihydro-4-cyano-4-[(trimethylsilyl)oxy]-4H-benzopyran in 170 ml of dry pyridine was added 60 ml (0.6 mole) of phosphorous oxychloride. The reaction was heated to reflux for 5 hours then cooled to room temperature. The resulting solution was added dropwise to a solution of 300 cc of concentrated HCl in 1 L of water. This aqueous layer was extracted with EtOAc and the EtOAc layer was dried over Na2SO4, filtered and evaporated to give 16.1...